This data is from the Open Reaction Database (ORD), a public repository of structured organic reaction records. The task is: describe an organic reaction: reactants, conditions, products, and yield Starting materials: CNN (methylhydrazine), Cl (HCl), C(C)OC(C(C(C(=O)OCC)=O)=CN(C)C)=O (2-dimethylaminomethylene-3-oxo-succinic acid diethyl ester), Heterocyclic. Run in C(C)O (ethanol). Reaction conditions: temperature 60 celsius. Yields the product C(C)OC(=O)C=1N(N=CC1C(=O)OCC)C (2-Methyl-2H-pyrazole-3,4-dicarboxylic acid diethyl ester). The yield is 36.0%. As a reaction SMILES: [CH3:1][NH:2]N.Cl.[CH2:5]([O:7][C:8](=[O:21])[C:9](=[CH:17][N:18](C)C)[C:10](=O)[C:11]([O:13][CH2:14][CH3:15])=[O:12])[CH3:6]>C(O)C>[CH2:14]([O:13][C:11]([C:10]1[N:2]([CH3:1])[N:18]=[CH:17][C:9]=1[C:8]([O:7][CH2:5][CH3:6])=[O:21])=[O:12])[CH3:15]. Procedure details: Under an atmosphere of argon, methylhydrazine (1.15 g, 25 mmol) and HCl (36.5% in water, 2.5 ml) were added to a solution of 2-dimethylaminomethylene-3-oxo-succinic acid diethyl ester (6.07 g, 25 mmol, obtained by the method of Hanzlowsky et al., J. Heterocyclic Chem. 2003, 40(3), 487-498) in ethanol (200 ml). The mixture was heated to 60° C. until HPLC analysis indicated the disappearance of the starting material (2 h). The solvent was evaporated, and the residue was taken up in dichloromethane... Reactants: CC(C)(C)OC(=O)N1CCc2ccc(Cl)c(CSc3nnc(NCC4CC4)s3)c2CC1, ClCCl, O=C(O)C(F)(F)F. Yields the product Clc1ccc2c(c1CSc1nnc(NCC3CC3)s1)CCNCC2. As a reaction SMILES: [C:1]([O:2][C:3](=[O:4])[N:8]1[CH2:9][CH2:10][c:11]2[c:12]([c:15]([CH2:20][S:21][c:22]3[s:23][c:24]([NH:27][CH2:28][CH:29]4[CH2:30][CH2:31]4)[n:25][n:26]3)[c:16]([Cl:19])[cH:17][cH:18]2)[CH2:13][CH2:14]1)([CH3:5])([CH3:6])[CH3:7].[Cl:39][CH2:40][Cl:41].[OH:32][C:33]([C:34]([F:35])([F:36])[F:37])=[O:38]>>[NH:8]1[CH2:9][CH2:10][c:11]2[c:12]([c:15]([CH2:20][S:21][c:22]3[s:23][c:24]([NH:27][CH2:28][CH:29]4[CH2:30][CH2:31]4)[n:25][n:26]3)[c:16]([Cl:19])[cH:17][cH:18]2)[CH2:13][CH2:14]1. Starting materials: CC(=O)O, Cc1ccc(C(CCO)N(Cc2ccccc2)C(C)c2ccccc2)cn1, CO, [OH-], [OH-], [Pd+2]. Product: Cc1ccc(C(N)CCO)cn1. RXN SMILES: [C:28]([OH:29])(=[O:30])[CH3:31].[CH2:1]([N:8]([CH:2]([c:3]1[cH:4][cH:5][cH:6][cH:7][cH:20]1)[CH3:21])[CH:9]([CH2:10][CH2:11][OH:12])[c:13]1[cH:14][n:15][c:16]([CH3:19])[cH:17][cH:18]1)[c:22]1[cH:23][cH:24][cH:25][cH:26][cH:27]1.[CH3:32][OH:33].[OH-:34].[OH-:35].[Pd+2:36]>>[NH2:8][CH:9]([CH2:10][CH2:11][OH:12])[c:13]1[cH:14][n:15][c:16]([CH3:19])[cH:17][cH:18]1.